Dataset: the Open Reaction Database (ORD), a public repository of structured organic reaction records. Task: describe an organic reaction: reactants, conditions, products, and yield The solvent is C(Cl)Cl (CH2Cl2). Reported procedure: 5-(3,4-Dimethoxy-phenyl)-pyrimidine-2-thiol 1f (0.75 g, 3 mmol) was added to a solution of the 2-chloroacetamide 1d (1.3 g, ˜80% purity, ˜3.6 mmol, obtained from step 3) and diisopropylethylamine (0.78 mL, 4.5 mmol, 1.5 equiv) in dry CH2Cl2. The resulting suspension was stirred at rt for about 2 h, at which time the reaction mixture became a dark brown solution and all the solid disappeared. The mixture was then concentrated and chromatographed on silica gel (ethyl acetate). The fractions contai... Reaction SMILES: [CH3:1][O:2][C:3]1[CH:4]=[C:5]([C:11]2[CH:12]=[N:13][C:14]([SH:17])=[N:15][CH:16]=2)[CH:6]=[CH:7][C:8]=1[O:9][CH3:10].[C:18]([O:22][C:23]([N:25]1[CH2:30][CH2:29][CH2:28][CH:27]([CH2:31][NH:32][C:33](=[O:36])[CH2:34]Cl)[CH2:26]1)=[O:24])([CH3:21])([CH3:20])[CH3:19].C(N(C(C)C)CC)(C)C>C(Cl)Cl>[C:18]([O:22][C:23]([N:25]1[CH2:30][CH2:29][CH2:28][CH:27]([CH2:31][NH:32][C:33](=[O:36])[CH2:34][S:17][C:14]2[N:13]=[CH:12][C:11]([C:5]3[CH:6]=[CH:7][C:8]([O:9][CH3:10])=[C:3]([O:2][CH3:1])[CH:4]=3)=[CH:16][N:15]=2)[CH2:26]1)=[O:24])([CH3:21])([CH3:19])[CH3:20]. The product is C(C)(C)(C)OC(=O)N1CC(CCC1)CNC(CSC1=NC=C(C=N1)C1=CC(=C(C=C1)OC)OC)=O (3-({2-[5-(3,4-dimethoxy-phenyl)-pyrimidin-2-ylsulfanyl]-acetylamino}-methyl)-piperidine-1-carboxylic acid tert-butyl ester). Run at time 2 hour. The yield is 55.0%. The reactants are COC=1C=C(C=CC1OC)C=1C=NC(=NC1)S (5-(3,4-dimethoxy-phenyl)-pyrimidine-2-thiol), C(C)(C)(C)OC(=O)N1CC(CCC1)CNC(CCl)=O (3-[(2-chloroacetylamino)-methyl]-piperidine-1-carboxylic acid tert-butyl ester), C(C)(C)N(CC)C(C)C (diisopropylethylamine). Starting materials: [OH-].[Na+] (NaOH), BrC1=NC(=CC(=C1)NC(=S)NC(C1=CC=CC=C1)=O)Br (N-(2,6-dibromopyridin-4-ylcarbamothioyl)benzamide), CCOC(=O)C.CCCCCC (EtOAc hexane). Solvent: C1CCOC1 (THF), CO (MeOH), O (water). Reaction conditions: temperature 70 celsius. Product: BrC1=NC(=CC(=C1)NC(=S)N)Br (1-(2,6-dibromopyridin-4-yl)thiourea). Isolated yield 82.8%. Reaction SMILES: [Br:1][C:2]1[CH:7]=[C:6]([NH:8][C:9]([NH:11]C(=O)C2C=CC=CC=2)=[S:10])[CH:5]=[C:4]([Br:20])[N:3]=1.[OH-].[Na+].CCOC(C)=O.CCCCCC>C1COCC1.CO.O>[Br:1][C:2]1[CH:7]=[C:6]([NH:8][C:9]([NH2:11])=[S:10])[CH:5]=[C:4]([Br:20])[N:3]=1 |f:1.2,3.4|. Procedure details: To a solution of N-(2,6-dibromopyridin-4-ylcarbamothioyl)benzamide (14.50 g, 34.93 mmol) in a mixture of THF (600 mL) and MeOH (200 mL) was added a solution of NaOH (7.0 g, 174.65 mmol) dissolved in 200 mL of water. The mixture was heated to 70° C. for 16-22 h. After reaction, the solvent wad distilled under reduced pressure, water added and extracted with EtOAc (3×500 mL). The combined organics were washed with brine, dried (Na2SO4), filtered and concentrated under reduced pressure. The residue... Starting materials: Cc1cc(Br)ncc1Br, [Li]CCCC, CCOCC, CCCCCC, [Cl-], O=Cc1cc(F)ccc1F, [NH4+]. Product: Cc1cc(Br)ncc1C(O)c1cc(F)ccc1F. Reaction SMILES: [Br:6][c:7]1[n:8][cH:9][c:10]([Br:14])[c:11]([CH3:13])[cH:12]1.[CH2:1]([Li:2])[CH2:3][CH2:4][CH3:5].[CH3:27][CH2:28][O:29][CH2:30][CH3:31].[CH3:32][CH2:33][CH2:34][CH2:35][CH2:36][CH3:37].[Cl-:25].[F:15][c:16]1[c:17]([CH:18]=[O:19])[cH:20][c:21]([F:24])[cH:22][cH:23]1.[NH4+:26]>>[Br:6][c:7]1[n:8][cH:9][c:10]([CH:18]([c:17]2[c:16]([F:15])[cH:23][cH:22][c:21]([F:24])[cH:20]2)[OH:19])[c:11]([CH3:13])[cH:12]1. Reactants: O (water), [OH-].[Na+] (sodium hydroxide), C1(=CC=CC=C1)CC(C)=O (phenylacetone). The solvent is C(C)O (ethanol). Run at temperature 80 celsius. Product: C1(=CC=CC=C1)CC(C)O (1-phenyl-2-propanol). RXN SMILES: O.[OH-].[Na+].[C:4]1([CH2:10][C:11](=[O:13])[CH3:12])[CH:9]=[CH:8][CH:7]=[CH:6][CH:5]=1>C(O)C>[C:4]1([CH2:10][CH:11]([OH:13])[CH3:12])[CH:9]=[CH:8][CH:7]=[CH:6][CH:5]=1 |f:1.2|. Procedure details: In a 4 liter three-necked flask fitted with a mechanical stirrer and a reflux condenser, were placed 1500 ml of water, 150 g of sodium hydroxide (pellets), 190 ml of ethanol and 180 g of phenylacetone. The mixture was stirred and heated to 80° C., and 150 g of Raney alloy was added very cautiously by small amounts over about 1 hour. During the addition, heating was discontinued and the temperature was maintained at 85°-87° C. Starting materials: C1(=CC=CC=C1)C(C1=CC=CC=C1)OC(=O)C1=C(CS[C@H]2N1C([C@H]2NC(\C(=N/OCC=C)\C=2N=C(SC2)NC(=O)OC(C)(C)C)=O)=O)OS(=O)(=O)C (7β-[(Z)-2-(2-t-butoxycarbonylaminothiazol -4-yl)-2-(2-propenyloxyimino)acetamido]-3 methanesulfonyloxy-3-cephem-4-carboxylic acid diphenylmethyl ester), C(C)(=O)SCSC=1N=NNC1 (4-acetylthiomethylthio-1,2,3-triazole), C[O-].[Na+] (sodium methoxide). The solvent is Cl (hydrochloric acid), O (water), CN(C=O)C (dimethylformamide), CN(C=O)C (dimethylformamide), CO (methanol). Reaction conditions: temperature -78 celsius, time 25 minute. The product is C1(=CC=CC=C1)C(C1=CC=CC=C1)OC(=O)C1=C(CS[C@H]2N1C(C2)=O)SCSC=2N=NNC2 (3-(1,2,3-triazol-4-ylthiomethylthio) -3-cephem-4- carboxylic acid diphenylmethyl ester). Isolated yield 83.6%. Reaction SMILES: C([S:4][CH2:5][S:6][C:7]1[N:8]=[N:9][NH:10][CH:11]=1)(=O)C.C[O-].[Na+].[C:15]1([CH:21]([O:28][C:29]([C:31]2[N:36]3[C:37](=[O:61])[C@@H:38](NC(=O)/C(/C4N=C(NC(OC(C)(C)C)=O)SC=4)=N\OCC=C)[C@H:35]3[S:34][CH2:33][C:32]=2OS(C)(=O)=O)=[O:30])[C:22]2[CH:27]=[CH:26][CH:25]=[CH:24][CH:23]=2)[CH:20]=[CH:19][CH:18]=[CH:17][CH:16]=1>CN(C)C=O.CO.Cl.O>[C:15]1([CH:21]([O:28][C:29]([C:31]2[N:36]3[C:37](=[O:61])[CH2:38][C@H:35]3[S:34][CH2:33][C:32]=2[S:4][CH2:5][S:6][C:7]2[N:8]=[N:9][NH:10][CH:11]=2)=[O:30])[C:22]2[CH:27]=[CH:26][CH:25]=[CH:24][CH:23]=2)[CH:16]=[CH:17][CH:18]=[CH:19][CH:20]=1 |f:1.2|. Reported procedure: To a solution of 4-acetylthiomethylthio-1,2,3-triazole (230 mg : 1.22 mMol.) in dimethylformamide (6 ml) is dropwise added a 1.26N-sodium methoxide in methanol (1.9 ml) at -60° C., and the mixture is stirred at the same temperature for 25 minutes, and cooled to -78° C. To the reaction mixture is dropwise added a solution of 7β-[(Z)-2-(2-t-butoxycarbonylaminothiazol -4-yl)-2-(2-propenyloxyimino)acetamido]-3 methanesulfonyloxy-3-cephem-4-carboxylic acid diphenylmethyl ester (770 mg : 1 mMol.) in d... The product is N#CCCc1cccc(C=O)c1. The reactants are N#CCCc1cccc(C2OCCO2)c1, Cl, C1CCOC1. RXN SMILES: [C:1](#[N:2])[CH2:3][CH2:4][c:5]1[cH:6][c:7]([CH:11]2[O:12][CH2:15][CH2:14][O:13]2)[cH:8][cH:9][cH:10]1.[ClH:16].[O:17]1[CH2:18][CH2:19][CH2:20][CH2:21]1>>[C:1](#[N:2])[CH2:3][CH2:4][c:5]1[cH:6][c:7]([CH:11]=[O:12])[cH:8][cH:9][cH:10]1. Starting materials: CCO, CCN(C(C)C)C(C)C, NCc1cc2cccc(Cl)c2nc1-c1ccccc1Cl, Clc1ncnc2nc[nH]c12. Product: Clc1ccccc1-c1nc2c(Cl)cccc2cc1CNc1ncnc2[nH]cnc12. RXN SMILES: [CH3:40][CH2:41][OH:42].[CH:31]([N:32]([CH2:33][CH3:34])[CH:35]([CH3:36])[CH3:37])([CH3:38])[CH3:39].[Cl:1][c:2]1[cH:3][cH:4][cH:5][c:6]2[cH:7][c:8]([CH2:19][NH2:20])[c:9](-[c:12]3[c:13]([Cl:18])[cH:14][cH:15][cH:16][cH:17]3)[n:10][c:11]12.[Cl:21][c:22]1[c:23]2[nH:24][cH:25][n:26][c:27]2[n:28][cH:29][n:30]1>>[Cl:1][c:2]1[cH:3][cH:4][cH:5][c:6]2[cH:7][c:8]([CH2:19][NH:20][c:22]3[c:23]4[n:24][cH:25][nH:26][c:27]4[n:28][cH:29][n:30]3)[c:9](-[c:12]3[c:13]([Cl:18])[cH:14][cH:15][cH:16][cH:17]3)[n:10][c:11]12.